This data is from the Open Reaction Database (ORD), a public repository of structured organic reaction records. The task is: describe an organic reaction: reactants, conditions, products, and yield Reactants: BrC(C)C1=CC=NC=2N1N=CN2 (7-(1-bromoethyl)-1,2,4-triazolo[1,5-a]pyrimidine), CC(=O)C=1C=CC(=CC1)O (4-hydroxyacetophenone), [H-].[Na+] (sodium hydride). Solvent: COCCOC (1,2-dimethoxyethane), COCCOC (1,2-dimethoxyethane), COCCOC (1,2-dimethoxyethane). Reaction conditions: time 30 minute. The product is C(C)(=O)C1=CC=C(OC(C)C2=CC=NC=3N2N=CN3)C=C1 (7-[1-(4-acetylphenoxy)ethyl]-1,2,4-triazolo[1,5-a]pyrimidine). As a reaction SMILES: [CH3:1][C:2]([C:4]1[CH:5]=[CH:6][C:7]([OH:10])=[CH:8][CH:9]=1)=[O:3].[H-].[Na+].Br[CH:14]([C:16]1[N:21]2[N:22]=[CH:23][N:24]=[C:20]2[N:19]=[CH:18][CH:17]=1)[CH3:15]>COCCOC>[C:2]([C:4]1[CH:9]=[CH:8][C:7]([O:10][CH:14]([C:16]2[N:21]3[N:22]=[CH:23][N:24]=[C:20]3[N:19]=[CH:18][CH:17]=2)[CH3:15])=[CH:6][CH:5]=1)(=[O:3])[CH3:1] |f:1.2|. Procedure details: A solution of 4-hydroxyacetophenone (1.36 g) in dry 1,2-dimethoxyethane was added slowly to a stirred suspension of sodium hydride (0.48 g) in dry 1,2-dimethoxyethane (35 ml). The mixture was stirred for 30 minutes, then a solution of 7-(1-bromoethyl)-1,2,4-triazolo[1,5-a]pyrimidine (2.27 g, prepared in a similar manner to that described in Example 6 above) in dry 1,2-dimethoxyethane (85 ml) was added dropwise. The reaction mixture was stirred at room temperature for 24 hours. The sodium bromide... Reported procedure: Compound 468 was prepared from 3-amino-5-(2-furanyl)pyrazole and 4,4′-biphenyldicarboxylate. [M+H]+ calcd for C28H21N6O4: 505.16; found: 504.93. As a reaction SMILES: [NH2:1][C:2]1[CH:6]=[C:5]([C:7]2[O:8][CH:9]=[CH:10][CH:11]=2)[NH:4][N:3]=1.[C:12]1([C:21]2[CH:26]=[CH:25][C:24]([C:27]([O-:29])=O)=[CH:23][CH:22]=2)[CH:17]=[CH:16][C:15]([C:18]([O-:20])=O)=[CH:14][CH:13]=1>>[O:8]1[CH:9]=[CH:10][CH:11]=[C:7]1[C:5]1[NH:4][N:3]=[C:2]([NH:1][C:27]([C:24]2[CH:23]=[CH:22][C:21]([C:12]3[CH:13]=[CH:14][C:15]([C:18]([NH:1][C:2]4[CH:6]=[C:5]([C:7]5[O:8][CH:9]=[CH:10][CH:11]=5)[NH:4][N:3]=4)=[O:20])=[CH:16][CH:17]=3)=[CH:26][CH:25]=2)=[O:29])[CH:6]=1. The reactants are NC1=NNC(=C1)C=1OC=CC1 (3-amino-5-(2-furanyl)pyrazole), C1(=CC=C(C=C1)C(=O)[O-])C1=CC=C(C=C1)C(=O)[O-] (4,4′-biphenyldicarboxylate). Yields the product O1C(=CC=C1)C1=CC(=NN1)NC(=O)C1=CC=C(C=C1)C1=CC=C(C=C1)C(=O)NC1=NNC(=C1)C=1OC=CC1 (N,N′-bis(5-(Furan-2-yl)-1H-pyrazol-3-yl)biphenyl-4,4′-dicarboxamide). The reactants are ClC=1C=C(C=CC1)N1N=CC(=C1C)C(=O)O (1-(3-chlorophenyl)-5-methylpyrazole-4-carboxylic acid), NC=1C=CC(=C(C#N)C1)N1CCC(CC1)N1CCOCC1 (5-amino-2-(4-morpholinopiperidin-1-yl)benzonitrile). Yields the product ClC=1C=C(C=CC1)N1N=CC(=C1C)C(=O)NC1=CC(=C(C=C1)N1CCC(CC1)N1CCOCC1)C#N (1-(3-Chlorophenyl)-N-[3-cyano-4-(4-morpholinopiperidin-1-yl)phenyl]-5-methylpyrazole-4-carboxamide). The yield is 23.6%. As a reaction SMILES: [Cl:1][C:2]1[CH:3]=[C:4]([N:8]2[C:12]([CH3:13])=[C:11]([C:14]([OH:16])=O)[CH:10]=[N:9]2)[CH:5]=[CH:6][CH:7]=1.[NH2:17][C:18]1[CH:19]=[CH:20][C:21]([N:26]2[CH2:31][CH2:30][CH:29]([N:32]3[CH2:37][CH2:36][O:35][CH2:34][CH2:33]3)[CH2:28][CH2:27]2)=[C:22]([CH:25]=1)[C:23]#[N:24]>>[Cl:1][C:2]1[CH:3]=[C:4]([N:8]2[C:12]([CH3:13])=[C:11]([C:14]([NH:17][C:18]3[CH:19]=[CH:20][C:21]([N:26]4[CH2:31][CH2:30][CH:29]([N:32]5[CH2:33][CH2:34][O:35][CH2:36][CH2:37]5)[CH2:28][CH2:27]4)=[C:22]([C:23]#[N:24])[CH:25]=3)=[O:16])[CH:10]=[N:9]2)[CH:5]=[CH:6][CH:7]=1. Procedure details: By the reaction and treatment in the same manner as in Example 64 using 1-(3-chlorophenyl)-5-methylpyrazole-4-carboxylic acid (2.0 g) and 5-amino-2-(4-morpholinopiperidin-1-yl)benzonitrile (2.4 g), the title compound (1.0 g) was obtained, melting point: 210° C. Reactants: ClC=1N=C2C(=C(C=NC2=CC1)C(=O)NCC1=CC=C(C=C1)OC)NC1=CC=C(C=C1)C(C)(C)C#N (6-chloro-4-((4-(2-cyanoprop-2-yl)phenyl)amino)-N-(4-methoxybenzyl)-1,5-naphthyridine-3-carboxamide), [H-].[Na+] (Sodium hydride), O (water), ClC(=O)OCC (ethyl chloroformate). Solvent: CN(C)C=O (DMF), CN(C)C=O (DMF). Run at temperature 60 celsius. Yields the product ClC1=NC=2C3=C(C=NC2C=C1)C(N(C(N3C3=CC=C(C=C3)C(C#N)(C)C)=O)CC3=CC=C(C=C3)OC)=O (2-(4-(9-chloro-3-(4-methoxybenzyl)-2,4-dioxo-3,4-dihydropyrimidino[5,4-c][1,5]naphthyridine-1(2H)-yl)phenyl)-2-methylpropanenitrile). Isolated yield 46.9%. RXN SMILES: [H-].[Na+].[Cl:3][C:4]1[N:5]=[C:6]2[C:11](=[CH:12][CH:13]=1)[N:10]=[CH:9][C:8]([C:14]([NH:16][CH2:17][C:18]1[CH:23]=[CH:22][C:21]([O:24][CH3:25])=[CH:20][CH:19]=1)=[O:15])=[C:7]2[NH:26][C:27]1[CH:32]=[CH:31][C:30]([C:33]([C:36]#[N:37])([CH3:35])[CH3:34])=[CH:29][CH:28]=1.Cl[C:39](OCC)=[O:40].O>CN(C=O)C>[Cl:3][C:4]1[CH:13]=[CH:12][C:11]2[N:10]=[CH:9][C:8]3[C:14](=[O:15])[N:16]([CH2:17][C:18]4[CH:19]=[CH:20][C:21]([O:24][CH3:25])=[CH:22][CH:23]=4)[C:39](=[O:40])[N:26]([C:27]4[CH:28]=[CH:29][C:30]([C:33]([CH3:34])([CH3:35])[C:36]#[N:37])=[CH:31][CH:32]=4)[C:7]=3[C:6]=2[N:5]=1 |f:0.1|. Procedure details: Sodium hydride (1.0 g, 25 mmol) was suspended in 25 mL DMF. To the resulting mixture was slowly added dropwise a solution of 6-chloro-4-((4-(2-cyanoprop-2-yl)phenyl)amino)-N-(4-methoxybenzyl)-1,5-naphthyridine-3-carboxamide (2.43 g, 5 mmol) in DMF (25 mL) at room temperature. After the completion of the dropwise addition, the resulting mixture was warmed up to 60° C. and reacted for 1 hr. To the reaction mixture was slowly added dropwise ethyl chloroformate (1.36 g, 12.5 mmol) under an ice bath.... Isolated yield 100.0%. RXN SMILES: [OH:1][N:2]=[C:3]([C:9](=[O:11])[CH3:10])[C:4]([O:6][CH2:7][CH3:8])=[O:5].Br[CH2:13][CH2:14][Cl:15].C(=O)([O-])[O-].[K+].[K+]>CN(C)C=O>[Cl:15][CH2:14][CH2:13][O:1][N:2]=[C:3]([C:9](=[O:11])[CH3:10])[C:4]([O:6][CH2:7][CH3:8])=[O:5] |f:2.3.4|. The product is ClCCON=C(C(=O)OCC)C(C)=O (ethyl 2-(2-chloroethoxyimino)-3-oxobutyrate). Procedure: Ethyl 2-hydroxyimino-3-oxobutyrate (syn isomer, 60 g.), 1-bromo-2-chloroethane (54.1 g.), potassium carbonate (78 g.) and N,N-dimethylformamide (200 ml.) were treated in a similar manner to that of Example F-(1) to give ethyl 2-(2-chloroethoxyimino)-3-oxobutyrate (syn isomer, 83.6 g.), oil. Solvent: CN(C=O)C (N,N-dimethylformamide). The reactants are ON=C(C(=O)OCC)C(C)=O (Ethyl 2-hydroxyimino-3-oxobutyrate), BrCCCl (1-bromo-2-chloroethane), C([O-])([O-])=O.[K+].[K+] (potassium carbonate).